From a dataset of the Open Reaction Database (ORD), a public repository of structured organic reaction records. describe an organic reaction: reactants, conditions, products, and yield Starting materials: N1N=NC2=C1C=CC=C2 (Benzotriazole), C1(=CC=C(C=C1)S(=O)(=O)O)C (p-toluenesulfonic acid), ClC1=CC=C(C(=O)N)C=C1 (4-chlorobenzamide), C1(CCCCC1)C=O (cyclohexanecarboxaldehyde). The product is N1(N=NC2=C1C=CC=C2)C(NC(C2=CC=C(C=C2)Cl)=O)C2CCCCC2 (N-[1H-1,2,3-benzotriazol-1-yl(cyclohexyl)methyl]-4-chlorobenzamide). RXN SMILES: [NH:1]1[C:5]2[CH:6]=[CH:7][CH:8]=[CH:9][C:4]=2[N:3]=[N:2]1.[Cl:10][C:11]1[CH:19]=[CH:18][C:14]([C:15]([NH2:17])=[O:16])=[CH:13][CH:12]=1.[CH:20]1([CH:26]=O)[CH2:25][CH2:24][CH2:23][CH2:22][CH2:21]1.C1(C)C=CC(S(O)(=O)=O)=CC=1>>[N:1]1([CH:26]([CH:20]2[CH2:25][CH2:24][CH2:23][CH2:22][CH2:21]2)[NH:17][C:15](=[O:16])[C:14]2[CH:18]=[CH:19][C:11]([Cl:10])=[CH:12][CH:13]=2)[C:5]2[CH:6]=[CH:7][CH:8]=[CH:9][C:4]=2[N:3]=[N:2]1. Reported procedure: Benzotriazole, 4-chlorobenzamide, cyclohexanecarboxaldehyde, and p-toluenesulfonic acid were processed as in Example 53A to provide the desired product. The reactants are IC1=CC=C(C=C1)\C(=C/COC1=CC(=C(OCC(=O)OC)C=C1)C)\C1=CC=C(C=C1)C(F)(F)F (methyl (Z)-[4-[3-(4-iodophenyl)-3-(4-trifluoromethylphenyl)allyloxy]-2-methylphenoxy]acetate), C(#C)C1=NC=CC=C1 (2-ethynylpyridine). Reagents/catalysts: C=1C=CC(=CC1)[P](C=2C=CC=CC2)(C=3C=CC=CC3)[Pd]([P](C=4C=CC=CC4)(C=5C=CC=CC5)C=6C=CC=CC6)([P](C=7C=CC=CC7)(C=8C=CC=CC8)C=9C=CC=CC9)[P](C=1C=CC=CC1)(C=1C=CC=CC1)C=1C=CC=CC1 (tetrakis(triphenylphosphine)palladium), [Cu]I (copper(I) iodide). Solvent: O1CCCC1 (tetrahydrofuran), C(C)N(CC)CC (triethylamine). Run at time 48 hour. Product: CC1=C(OCC(=O)OC)C=CC(=C1)OC\C=C(\C1=CC=C(C=C1)C(F)(F)F)/C1=CC=C(C=C1)C#CC1=NC=CC=C1 (methyl (E)-[2-methyl-4-[3-[4-(pyridin-2-ylethynyl)phenyl]-3-(4-trifluoromethyl phenyl)allyloxy]phenoxy]acetate). Reaction SMILES: I[C:2]1[CH:7]=[CH:6][C:5](/[C:8](/[C:25]2[CH:30]=[CH:29][C:28]([C:31]([F:34])([F:33])[F:32])=[CH:27][CH:26]=2)=[CH:9]\[CH2:10][O:11][C:12]2[CH:23]=[CH:22][C:15]([O:16][CH2:17][C:18]([O:20][CH3:21])=[O:19])=[C:14]([CH3:24])[CH:13]=2)=[CH:4][CH:3]=1.[C:35]([C:37]1[CH:42]=[CH:41][CH:40]=[CH:39][N:38]=1)#[CH:36]>O1CCCC1.C(N(CC)CC)C.C1C=CC([P]([Pd]([P](C2C=CC=CC=2)(C2C=CC=CC=2)C2C=CC=CC=2)([P](C2C=CC=CC=2)(C2C=CC=CC=2)C2C=CC=CC=2)[P](C2C=CC=CC=2)(C2C=CC=CC=2)C2C=CC=CC=2)(C2C=CC=CC=2)C2C=CC=CC=2)=CC=1.[Cu]I>[CH3:24][C:14]1[CH:13]=[C:12]([O:11][CH2:10]/[CH:9]=[C:8](\[C:5]2[CH:6]=[CH:7][C:2]([C:36]#[C:35][C:37]3[CH:42]=[CH:41][CH:40]=[CH:39][N:38]=3)=[CH:3][CH:4]=2)/[C:25]2[CH:26]=[CH:27][C:28]([C:31]([F:34])([F:32])[F:33])=[CH:29][CH:30]=2)[CH:23]=[CH:22][C:15]=1[O:16][CH2:17][C:18]([O:20][CH3:21])=[O:19] |^1:58,60,79,98|. Reported procedure: A solution of methyl (Z)-[4-[3-(4-iodophenyl)-3-(4-trifluoromethylphenyl)allyloxy]-2-methylphenoxy]acetate (370 mg, 0.636 mmol; example 4) in a mixture of tetrahydrofuran (5 mL) and triethylamine (5 mL) was degassed and 2-ethynylpyridine (118 mg, 1.144 mmol) was added under argon atmosphere. The solution was cooled; tetrakis(triphenylphosphine)palladium (59.0 mg, 0.051 mmol) and copper(I) iodide (19.3 mg, 0.102 mmol) were added. The reaction mixture was stirred at ambient temperature for 48 h. T... The reactants are C(C1=CC=CC=C1)N1CCN(CC1)CC(=O)N(C)C1=CC=C(C=C1)N\C(\C1=CC=CC=C1)=C\1/C(NC2=CC=C(C=C12)[N+](=O)[O-])=O ((Z)-3-{1-[4-(N-(4-benzylpiperazinomethylcarbonyl)-N-methyl-amino)-phenylamino]-1-phenyl-methylidene}-5-nitro-2-indolinone), ClC(=O)OC(C)Cl (1-chloroethyl chloroformate). The solvent is ClCCl (dichloromethane). Yields the product Cl.Cl.N1(CCNCC1)CC(=O)N(C)C1=CC=C(C=C1)N\C(\C1=CC=CC=C1)=C\1/C(NC2=CC=C(C=C12)[N+](=O)[O-])=O ((Z)-3-{1-[4-(N-piperazinomethylcarbonyl-N-methyl-amino)phenylamino]-1-phenyl-methylidene}-5-nitro-2-indolinone-dihydrochloride). RXN SMILES: C([N:8]1[CH2:13][CH2:12][N:11]([CH2:14][C:15]([N:17]([C:19]2[CH:24]=[CH:23][C:22]([NH:25]/[C:26](=[C:33]3\[C:34](=[O:45])[NH:35][C:36]4[C:41]\3=[CH:40][C:39]([N+:42]([O-:44])=[O:43])=[CH:38][CH:37]=4)/[C:27]3[CH:32]=[CH:31][CH:30]=[CH:29][CH:28]=3)=[CH:21][CH:20]=2)[CH3:18])=[O:16])[CH2:10][CH2:9]1)C1C=CC=CC=1.[Cl:46]C(OC(Cl)C)=O>ClCCl>[ClH:46].[ClH:46].[N:11]1([CH2:14][C:15]([N:17]([C:19]2[CH:20]=[CH:21][C:22]([NH:25]/[C:26](=[C:33]3\[C:34](=[O:45])[NH:35][C:36]4[C:41]\3=[CH:40][C:39]([N+:42]([O-:44])=[O:43])=[CH:38][CH:37]=4)/[C:27]3[CH:28]=[CH:29][CH:30]=[CH:31][CH:32]=3)=[CH:23][CH:24]=2)[CH3:18])=[O:16])[CH2:12][CH2:13][NH:8][CH2:9][CH2:10]1 |f:3.4.5|. Procedure details: Prepared analogously to Example 54 from (Z)-3-{1-[4-(N-(4-benzylpiperazinomethylcarbonyl)-N-methyl-amino)-phenylamino]-1-phenyl-methylidene}-5-nitro-2-indolinone and 1-chloroethyl chloroformate in dichloromethane. The reactants are C(C)OC(C)(OCC)P(OCC)(=O)C=C(C)C1=CC=C(C=C1)Cl (ethyl (1,1-diethoxyethyl)-2-(4-chlorophenyl)prop-1-enylphosphinate), C(C)O (ethanol), C[Si](Cl)(C)C (trimethylchlorosilane). Run in ClCCl (dichloromethane). Conditions: time 24 hour. Product: ClC1=CC=C(C=C1)C(=CP(OCC)=O)C (ethyl 2-(4-chlorophenyl)prop-1-enylphosphinate). RXN SMILES: C(OC([P:9]([CH:14]=[C:15]([C:17]1[CH:22]=[CH:21][C:20]([Cl:23])=[CH:19][CH:18]=1)[CH3:16])(=[O:13])[O:10][CH2:11][CH3:12])(OCC)C)C.C(O)C.C[Si](C)(C)Cl>ClCCl>[Cl:23][C:20]1[CH:19]=[CH:18][C:17]([C:15]([CH3:16])=[CH:14][PH:9](=[O:13])[O:10][CH2:11][CH3:12])=[CH:22][CH:21]=1. Procedure: A solution of 14.42 g of ethyl (1,1-diethoxyethyl)-2-(4-chlorophenyl)prop-1-enylphosphinate in 50 ml of anhydrous dichloromethane containing 10% of absolute ethanol is treated with 6.518 g of trimethylchlorosilane. After stirring at room temperature for 24 hours the volatile material is removed under reduced pressure. Chromatography of the resulting oil on silica-gel gives ethyl 2-(4-chlorophenyl)prop-1-enylphosphinate as a colourless oil; 1H-NMR (CDCl3): δ(ppm)=7.35 (4H, m, Ph), 7.05 (1H, d, t,... Reactants: CC#N, COc1ccc(CN2C(=O)C(N)C(=O)N(CC(=O)N(c3ccc(OC)cc3)C(C)C)c3ccccc32)cc1, [NH4+], O=[N+]([O-])[O-], O. Yields the product COc1ccc(N(C(=O)CN2C(=O)C(N)C(=O)Nc3ccccc32)C(C)C)cc1. As a reaction SMILES: [CH3:44][C:45]#[N:46].[NH2:1][CH:2]1[C:3](=[O:38])[N:4]([CH2:29][c:30]2[cH:31][cH:32][c:33]([O:34][CH3:35])[cH:36][cH:37]2)[c:5]2[c:6]([cH:25][cH:26][cH:27][cH:28]2)[N:7]([CH2:10][C:11](=[O:12])[N:13]([c:14]2[cH:15][cH:16][c:17]([O:20][CH3:21])[cH:18][cH:19]2)[CH:22]([CH3:23])[CH3:24])[C:8]1=[O:9].[NH4+:39].[O-:40][N+:41](=[O:42])[O-:43].[OH2:47]>>[NH2:1][CH:2]1[C:3](=[O:38])[NH:4][c:5]2[c:6]([cH:25][cH:26][cH:27][cH:28]2)[N:7]([CH2:10][C:11](=[O:12])[N:13]([c:14]2[cH:15][cH:16][c:17]([O:20][CH3:21])[cH:18][cH:19]2)[CH:22]([CH3:23])[CH3:24])[C:8]1=[O:9].